Dataset: the Open Reaction Database (ORD), a public repository of structured organic reaction records. Task: describe an organic reaction: reactants, conditions, products, and yield The reactants are C1CCOC1, Cl, N, O=S(=O)(Cl)CCc1cccs1. Product: NS(=O)(=O)CCc1cccs1. Reaction SMILES: [CH2:14]1[O:15][CH2:16][CH2:17][CH2:18]1.[ClH:13].[NH3:12].[s:1]1[c:2]([CH2:6][CH2:7][S:8](=[O:9])(=[O:10])[Cl:11])[cH:3][cH:4][cH:5]1>>[s:1]1[c:2]([CH2:6][CH2:7][S:8](=[O:9])(=[O:10])[NH2:12])[cH:3][cH:4][cH:5]1.